This data is from the Open Reaction Database (ORD), a public repository of structured organic reaction records. The task is: describe an organic reaction: reactants, conditions, products, and yield RXN SMILES: [N+](C1C=C(C=CC=1)C(O)=O)([O-])=O.C(Cl)C.N(CC(O)=O)C.[CH2:22]([O:24][C:25](=[O:40])[CH2:26][N:27]([C:29](=[O:39])[C:30]1[CH:35]=[CH:34][CH:33]=[C:32]([N+:36]([O-])=O)[CH:31]=1)[CH3:28])[CH3:23]>>[CH2:22]([O:24][C:25](=[O:40])[CH2:26][N:27]([C:29](=[O:39])[C:30]1[CH:35]=[CH:34][CH:33]=[C:32]([NH2:36])[CH:31]=1)[CH3:28])[CH3:23] |f:1.2|. Reactants: [N+](=O)([O-])C=1C=C(C(=O)O)C=CC1 (3-Nitro-benzoic acid), C(C)Cl.N(C)CC(=O)O (sarcosine ethyl hydrochloride), C(C)OC(CN(C)C(C1=CC(=CC=C1)[N+](=O)[O-])=O)=O ([(3-nitro-benzoyl)-methyl-amino]-acetic acid ethyl ester). Yields the product C(C)OC(CN(C)C(C1=CC(=CC=C1)N)=O)=O ([(3-amino-benzoyl)-methyl-amino]-acetic acid ethyl ester). Reported procedure: 3-Nitro-benzoic acid was reacted with sarcosine ethyl hydrochloride and the resulting [(3-nitro-benzoyl)-methyl-amino]-acetic acid ethyl ester was hydrogenated to afford [(3-amino-benzoyl)-methyl-amino]-acetic acid ethyl ester. This was reacted with 5-(2-adamantan-1-yl-ethyl)-2-cyclohexyl-1H-imidazole-4-carboxylic acid (Example 252) according to the procedure of Example 20, step d. The ethyl ester was hydrolysed using the same procedure as in Example 247, step b to afford the title compound. 1H ... The reactants are COC(CCCCCSC1=CC=C(C=C1)Cl)=O (6-(4-chlorophenylsulfanyl)-hexanoic acid methyl ester), NO (hydroxylamine), [OH-].[K+] (potassium hydroxide), CO (methanol). Run in C1CCOC1 (THF). Run at temperature 0 celsius, time 1 hour. Product: ONC(CCCCCSC1=CC=C(C=C1)Cl)=O (6-(4-Chloro-phenylsulfanyl)-hexanoic acid hydroxyamide). Isolated yield 89.7%. Reaction SMILES: C[O:2][C:3](=O)[CH2:4][CH2:5][CH2:6][CH2:7][CH2:8][S:9][C:10]1[CH:15]=[CH:14][C:13]([Cl:16])=[CH:12][CH:11]=1.[NH2:18][OH:19].[OH-].[K+].CO>C1COCC1>[OH:19][NH:18][C:3](=[O:2])[CH2:4][CH2:5][CH2:6][CH2:7][CH2:8][S:9][C:10]1[CH:15]=[CH:14][C:13]([Cl:16])=[CH:12][CH:11]=1 |f:2.3|. Reported procedure: To a solution of 6-(4-chlorophenylsulfanyl)-hexanoic acid methyl ester (0.59 g, 2.2 mmol) in distilled THF (13 mL) containing 50% aqueous hydroxylamine (1.3 mL, 19.6 mmol) was added at 0° C. a solution of potassium hydroxide in methanol (1M, 3.5 mL, 3.5 mmol) in a dropwise manner. After stirring at 0° C. for 1 h, distilled water (13 mL) was added and the mixture was made neutral by dropwise addition of concentrated hydrochloric acid (10 M) at 0° C. The aqueous solution was extracted with ethyl a... Starting materials: 1-(3-picolyl)-3-hydroxy-4-phenyl-2-pyrrolin-2-one, C(C(=O)O)(=O)O.N1=CC(=CC=C1)CN1C(C(=C(C1)C1=CC=CC=C1)OCCN(C)C)=O (1-(3-picolyl)-3-(β-dimethylaminoethoxy)-4-phenyl-3-pyrrolin-2-one oxalate), CN(CCCl)C (β-dimethylaminoethyl chloride), C(C(=O)[O-])(=O)[O-] (oxalate). Run in C(C)(C)O (isopropanol). Yields the product N1=CC(=CC=C1)CN1C(C(=C(C1)C1=CC=CC=C1)OCCN(C)C)=O (1-(3-Picolyl)-3-(β-dimethylaminoethoxy)-4-phenyl-3-pyrrolin-2-one). Reaction SMILES: CN(C)CCCl.C([O-])(=O)C([O-])=O.C(O)(=O)C(O)=O.[N:19]1[CH:24]=[CH:23][CH:22]=[C:21]([CH2:25][N:26]2[CH2:30][C:29]([C:31]3[CH:36]=[CH:35][CH:34]=[CH:33][CH:32]=3)=[C:28]([O:37][CH2:38][CH2:39][N:40]([CH3:42])[CH3:41])[C:27]2=[O:43])[CH:20]=1>C(O)(C)C>[N:19]1[CH:24]=[CH:23][CH:22]=[C:21]([CH2:25][N:26]2[CH2:30][C:29]([C:31]3[CH:36]=[CH:35][CH:34]=[CH:33][CH:32]=3)=[C:28]([O:37][CH2:38][CH2:39][N:40]([CH3:41])[CH3:42])[C:27]2=[O:43])[CH:20]=1 |f:2.3|. Procedure details: In a manner analogous to that described in Example 1, 26.6 g. 1-(3-picolyl)-3-hydroxy-4-phenyl-2-pyrrolin-2-one is reacted with 20.0 g. β-dimethylaminoethyl chloride. The base so obtained is converted into the crystalline oxalate in isopropanol and then recrystallized from methanol. There is obtained 20.4 g. (39% of theory) 1-(3-picolyl)-3-(β-dimethylaminoethoxy)-4-phenyl-3-pyrrolin-2-one oxalate; m.p. 160° C. (decomp.). The reactants are [Cl-].[Na+] (sodium chloride), NC1=CC=C(C=C1)NNC=O (2-(4-aminophenyl)-1-formylhydrazine), ClC1=C(C=C(C=C1)S(=O)(=O)Cl)[N+](=O)[O-] (4-chloro-3-nitrobenzenesulfonyl chloride), C(C)#N (acetonitrile). Solvent: CN(C(C)=O)C (N,N-dimethylacetamide), N1=CC=CC=C1 (pyridine). Run at temperature -5 celsius. Yields the product ClC1=C(C=C(C=C1)S(=O)(=O)NC1=CC=C(C=C1)NNC=O)[N+](=O)[O-] (2-[4-(4-chloro-3-nitrobenzenesulfonamido)phenyl]-1-formylhydrazine). Yield: 77.8%. As a reaction SMILES: C(#N)C.[NH2:4][C:5]1[CH:10]=[CH:9][C:8]([NH:11][NH:12][CH:13]=[O:14])=[CH:7][CH:6]=1.[Cl:15][C:16]1[CH:21]=[CH:20][C:19]([S:22](Cl)(=[O:24])=[O:23])=[CH:18][C:17]=1[N+:26]([O-:28])=[O:27].[Cl-].[Na+]>CN(C)C(=O)C.N1C=CC=CC=1>[Cl:15][C:16]1[CH:21]=[CH:20][C:19]([S:22]([NH:4][C:5]2[CH:6]=[CH:7][C:8]([NH:11][NH:12][CH:13]=[O:14])=[CH:9][CH:10]=2)(=[O:24])=[O:23])=[CH:18][C:17]=1[N+:26]([O-:28])=[O:27] |f:3.4|. Procedure: In a mixture of 90 ml of N,N-dimethylacetamide, 76 ml of acetonitrile, and 19 ml of pyridine were dissolved 35.4 g of 2-(4-aminophenyl)-1-formylhydrazine in a nitrogen gas atmosphere and after cooling the solution to -5° C., 59.9 g of 4-chloro-3-nitrobenzenesulfonyl chloride were gradually added to the solution while cooling and with stirring so that the liquid temperature was not over -5° C. After further stirring the mixture for 1.5 hours at a temperature below -5° C., the temperature was rais... Starting materials: C(C)OC(=O)C=1C=C(C=CC1)NC(NCC(=O)N1C(CC(C1C1=C(C=CC=C1)F)S(=O)(=O)C1=CC=C(C=C1)C)C(NCC(C)C)=O)=O ((2RS,4SR,5RS)-1-{2-[3-(3-ethoxycarbonylphenyl)ureido]acetyl}-5-(2-fluorophenyl)-2-isobutylcarbamoyl-4-(4-methylphenyl)sulphonylpyrrolidine), [OH-].[K+] (potassium hydroxide). The solvent is CO (methanol), O (water). Product: FC1=C(C=CC=C1)C1C(CC(N1C(CNC(NC=1C=C(C(=O)O)C=CC1)=O)=O)C(NCC(C)C)=O)S(=O)(=O)C1=CC=C(C=C1)C ((2RS,4SR,5RS)-3-(3-{2-[5-(2-fluorophenyl)-2-isobutylcarbamoyl-4-(4-methylphenyl)sulphonyl-1-pyrrolidinyl]-2-oxoethyl}ureido)benzoic acid). The yield is 6.3%. RXN SMILES: C([O:3][C:4]([C:6]1[CH:7]=[C:8]([NH:12][C:13](=[O:47])[NH:14][CH2:15][C:16]([N:18]2[CH:22]([C:23]3[CH:28]=[CH:27][CH:26]=[CH:25][C:24]=3[F:29])[CH:21]([S:30]([C:33]3[CH:38]=[CH:37][C:36]([CH3:39])=[CH:35][CH:34]=3)(=[O:32])=[O:31])[CH2:20][CH:19]2[C:40](=[O:46])[NH:41][CH2:42][CH:43]([CH3:45])[CH3:44])=[O:17])[CH:9]=[CH:10][CH:11]=1)=[O:5])C.[OH-].[K+]>CO.O>[F:29][C:24]1[CH:25]=[CH:26][CH:27]=[CH:28][C:23]=1[CH:22]1[N:18]([C:16](=[O:17])[CH2:15][NH:14][C:13](=[O:47])[NH:12][C:8]2[CH:7]=[C:6]([CH:11]=[CH:10][CH:9]=2)[C:4]([OH:5])=[O:3])[CH:19]([C:40](=[O:46])[NH:41][CH2:42][CH:43]([CH3:45])[CH3:44])[CH2:20][CH:21]1[S:30]([C:33]1[CH:34]=[CH:35][C:36]([CH3:39])=[CH:37][CH:38]=1)(=[O:31])=[O:32] |f:1.2|. Reported procedure: A The process is performed as described in Example 1A, but starting with 3 g of (2RS,4SR,5RS)-1-{2-[3-(3-ethoxycarbonylphenyl)ureido]acetyl}-5-(2-fluorophenyl)-2-isobutylcarbamoyl-4-(4-methylphenyl)sulphonylpyrrolidine and 0.252 g of potassium hydroxide in a mixture of 80 cm3 of methanol and 20 cm3 of distilled water. After treatment, 0.18 g of (2RS,4SR,5RS)-3-(3-{2-[5-(2-fluorophenyl)-2-isobutylcarbamoyl-4-(4-methylphenyl)sulphonyl-1-pyrrolidinyl]-2-oxoethyl}ureido)benzoic acid is obtained [Rf=... RXN SMILES: [C:1]([O:2][C:3](=[O:4])[N:8]1[CH2:9][CH2:10][CH:11]([O:14][c:15]2[c:16]([CH2:21][CH2:22][c:23]3[cH:24][c:25]([O:29][CH3:30])[cH:26][cH:27][cH:28]3)[cH:17][cH:18][cH:19][cH:20]2)[CH2:12][CH2:13]1)([CH3:5])([CH3:6])[CH3:7].[ClH:31].[O:32]1[CH2:33][CH2:34][O:35][CH2:36][CH2:37]1>>[ClH:31].[NH:8]1[CH2:9][CH2:10][CH:11]([O:14][c:15]2[c:16]([CH2:21][CH2:22][c:23]3[cH:24][c:25]([O:29][CH3:30])[cH:26][cH:27][cH:28]3)[cH:17][cH:18][cH:19][cH:20]2)[CH2:12][CH2:13]1. Yields the product Cl, COc1cccc(CCc2ccccc2OC2CCNCC2)c1. Starting materials: COc1cccc(CCc2ccccc2OC2CCN(C(=O)OC(C)(C)C)CC2)c1, Cl, C1COCCO1.